From a dataset of the Open Reaction Database (ORD), a public repository of structured organic reaction records. describe an organic reaction: reactants, conditions, products, and yield The reactants are C(C)(C)(C)OC(=O)N1[C@@H](CC(C1)=NOC)C(=O)O ((2S,4EZ)-1-(tert-butoxycarbonyl)-4-(methoxyimino)-2-pyrrolidinecarboxylic acid), N1=CC(=CC=C1)C1=CC=C(C(=O)O)C=C1 (4-(3-pyridinyl)benzoic acid), NC[C@@H](O)C1=CC=CC=C1 ((1S)-2-amino-1-phenylethanol). Yields the product O[C@H](CNC(=O)[C@H]1N(CC(C1)=NOC)C(C1=CC=C(C=C1)C=1C=NC=CC1)=O)C1=CC=CC=C1 ((2S,4EZ)-N-[(2S)-2-hydroxy-2-phenylethyl]-4-(methoxyimino)-1-[4-(3-pyridinyl)benzoyl]-2-pyrrolidinecarboxamide). RXN SMILES: C(O[C:6]([N:8]1[CH2:12][C:11](=[N:13][O:14][CH3:15])[CH2:10][C@H:9]1[C:16]([OH:18])=O)=[O:7])(C)(C)C.[N:19]1[CH:24]=[CH:23][CH:22]=[C:21]([C:25]2[CH:33]=[CH:32][C:28](C(O)=O)=[CH:27][CH:26]=2)[CH:20]=1.[NH2:34][CH2:35][C@H:36]([C:38]1[CH:43]=[CH:42][CH:41]=[CH:40][CH:39]=1)[OH:37]>>[OH:37][C@@H:36]([C:38]1[CH:43]=[CH:42][CH:41]=[CH:40][CH:39]=1)[CH2:35][NH:34][C:16]([C@@H:9]1[CH2:10][C:11](=[N:13][O:14][CH3:15])[CH2:12][N:8]1[C:6](=[O:7])[C:28]1[CH:27]=[CH:26][C:25]([C:21]2[CH:20]=[N:19][CH:24]=[CH:23][CH:22]=2)=[CH:33][CH:32]=1)=[O:18]. Reported procedure: Following the general method as outlined in Example 22, starting from (2S,4EZ)-1-(tert-butoxycarbonyl)-4-(methoxyimino)-2-pyrrolidinecarboxylic acid, 4-(3-pyridinyl)benzoic acid, and (1S)-2-amino-1-phenylethanol, the title compound was obtained in 73% purity by HPLC. MS(ESI+): m/z=459. Reactants: C(C)(=O)NC=1N=C(SC1)Br (4-Acetamido-2-bromothiazole), S(=O)(=O)(OC)C1=CC=C(C)C=C1 (methyl tosylate), [H-].[Na+] (sodium hydride). Run in C(C)#N (acetonitrile), oil. Run at time 72 hour. Yields the product BrC=1SC=C(N1)N(C(C)=O)C (2-Bromo-4-(N-methylacetamido)thiazole). The yield is 32.0%. RXN SMILES: [C:1]([NH:4][C:5]1[N:6]=[C:7]([Br:10])[S:8][CH:9]=1)(=[O:3])[CH3:2].S(C1C=CC(C)=CC=1)(O[CH3:15])(=O)=O.[H-].[Na+]>C(#N)C>[Br:10][C:7]1[S:8][CH:9]=[C:5]([N:4]([CH3:15])[C:1](=[O:3])[CH3:2])[N:6]=1 |f:2.3|. Procedure details: A solution of 4-acetamido-2-bromothiazole (prepared as described in Example 1) and methyl tosylate (4.65 g, 25 mM) in dry acetonitrile (125 ml) was treated with a 60% dispersion of sodium hydride in oil (1 g, 25 mM) and the mixture stirred 72 hours at ambient temperature. The reaction mixture was filtered and the filtrate evaporated under reduced pressure. The residue was chromatographed on silica (Woelm grade, 1, 150 g) using 2% methanol in chloroform as eluant. Evaporation of the appropriate f...